Dataset: the Open Reaction Database (ORD), a public repository of structured organic reaction records. Task: describe an organic reaction: reactants, conditions, products, and yield The reactants are CC(=O)OC(C)CCC(=O)O, Cc1ccccc1, O=C(Cl)C(=O)Cl, CN(C)C=O. Yields the product CC(=O)OC(C)CCC(=O)O, [Cl-]. As a reaction SMILES: [C:1]([CH3:2])(=[O:3])[O:4][CH:5]([CH2:6][CH2:7][C:8](=[O:9])[OH:10])[CH3:11].[CH3:12][c:13]1[cH:14][cH:15][cH:16][cH:17][cH:18]1.[Cl:19][C:20]([C:21]([Cl:22])=[O:23])=[O:24].[O:25]=[CH:26][N:27]([CH3:28])[CH3:29]>>[C:1]([CH3:2])(=[O:3])[O:4][CH:5]([CH2:6][CH2:7][C:8](=[O:9])[OH:10])[CH3:11].[Cl-:19]. Starting materials: CN(CC(=O)N1CC2=CC(=C(C=C2CC1)OC)[N+](=O)[O-])C (N,N-dimethyl-2-[6-(methyloxy)-7-nitro-3,4-dihydro-2(1H)-isoquinolinyl]-2-oxoethanamine), O.NN (hydrazine hydrate). Reagents/catalysts: [Fe](Cl)(Cl)Cl (iron(III)chloride). The solvent is CO (methanol). Run at temperature 65 celsius. Product: CN(C)CC(=O)N1CC2=CC(=C(C=C2CC1)OC)N (2-[(dimethylamino)acetyl]-6-(methyloxy)-1,2,3,4-tetrahydro-7-isoquinolinamine). Isolated yield 26.5%. RXN SMILES: [CH3:1][N:2]([CH3:21])[CH2:3][C:4]([N:6]1[CH2:15][CH2:14][C:13]2[C:8](=[CH:9][C:10]([N+:18]([O-])=O)=[C:11]([O:16][CH3:17])[CH:12]=2)[CH2:7]1)=[O:5].O.NN>[Fe](Cl)(Cl)Cl.CO>[CH3:21][N:2]([CH2:3][C:4]([N:6]1[CH2:15][CH2:14][C:13]2[C:8](=[CH:9][C:10]([NH2:18])=[C:11]([O:16][CH3:17])[CH:12]=2)[CH2:7]1)=[O:5])[CH3:1] |f:1.2|. Reported procedure: A suspension of N,N-dimethyl-2-[6-(methyloxy)-7-nitro-3,4-dihydro-2(1H)-isoquinolinyl]-2-oxoethanamine (0.9 g, 3.07 mmol), hydrazine hydrate (0.67 mL, 21.5 mmol), iron(III)chloride (0.125 g, 0.77 mmol), activated carbon (1 g), and methanol (100 mL) was maintained at 65° C. for 12 hours, cooled, and filtered through celite (rinsed with additional methanol). Filtrates were concentrated, redissolved in ethyl acetate, and washed twice with saturated aqueous sodium chloride and sodium bicarbonate. Th...